Task: describe an organic reaction: reactants, conditions, products, and yield. Dataset: the Open Reaction Database (ORD), a public repository of structured organic reaction records Starting materials: O=[N+]([O-])c1ccccc1F, [H-], Nc1ncccn1, [Na+], CN(C)C=O. The product is O=[N+]([O-])c1ccccc1Nc1ncccn1. RXN SMILES: [F:10][c:11]1[c:12]([N+:17](=[O:18])[O-:19])[cH:13][cH:14][cH:15][cH:16]1.[H-:8].[NH2:1][c:2]1[n:3][cH:4][cH:5][cH:6][n:7]1.[Na+:9].[O:20]=[CH:21][N:22]([CH3:23])[CH3:24]>>[NH:1]([c:2]1[n:3][cH:4][cH:5][cH:6][n:7]1)[c:11]1[c:12]([N+:17](=[O:18])[O-:19])[cH:13][cH:14][cH:15][cH:16]1. The reactants are CCOC(=O)CBr, O=C([O-])[O-], [K+], [K+], Nc1nc(I)c2[nH]cnc2n1, CN(C)C=O. Product: CCOC(=O)Cn1cnc2c(I)nc(N)nc21. RXN SMILES: [Br:12][CH2:13][C:14](=[O:15])[O:16][CH2:17][CH3:18].[C:19](=[O:20])([O-:21])[O-:22].[K+:23].[K+:24].[NH2:1][c:2]1[n:3][c:4]([I:11])[c:5]2[nH:6][cH:7][n:8][c:9]2[n:10]1.[O:25]=[CH:26][N:27]([CH3:28])[CH3:29]>>[NH2:1][c:2]1[n:3][c:4]([I:11])[c:5]2[n:6][cH:7][n:8]([CH2:13][C:14](=[O:15])[O:16][CH2:17][CH3:18])[c:9]2[n:10]1. Reactants: COc1ccc2[nH]c(SCc3ncc(C)c(OC)c3C)nc2c1, CC(=O)O, CCO, [Na+], [Na+], O=S([O-])([O-])=S, O, OO. The product is COc1ccc2[nH]c(S(=O)Cc3ncc(C)c(OC)c3C)nc2c1. Reaction SMILES: [CH3:1][c:2]1[c:3]([CH2:11][S:12][c:13]2[n:14][c:15]3[c:16]([nH:17]2)[cH:18][cH:19][c:20]([O:22][CH3:23])[cH:21]3)[n:4][cH:5][c:6]([CH3:10])[c:7]1[O:8][CH3:9].[CH3:31][C:32](=[O:33])[OH:34].[CH3:35][CH2:36][OH:37].[Na+:24].[Na+:25].[O-:26][S:27]([O-:28])(=[S:29])=[O:30].[OH2:40].[OH:38][OH:39]>>[CH3:1][c:2]1[c:3]([CH2:11][S:12]([c:13]2[n:14][c:15]3[c:16]([nH:17]2)[cH:18][cH:19][c:20]([O:22][CH3:23])[cH:21]3)=[O:26])[n:4][cH:5][c:6]([CH3:10])[c:7]1[O:8][CH3:9]. The reactants are C(C)(C)(C)OC(=O)N1CC(CC1)OC1=C(C=C2C(C(=CN(C2=C1F)C1CC1)C(=O)OCC)=O)F (ethyl 7-(1-t-butoxycarbonyl-3-pyrrolidinyloxy)-1-cyclopropyl-6,8-difluoro-1,4-dihydro-4-oxoquinoline-3-carboxylate), [OH-].[Na+] (sodium hydroxide). Solvent: O1CCCC1 (tetrahydrofuran). The product is C(C)(C)(C)OC(=O)N1CC(CC1)OC1=C(C=C2C(C(=CN(C2=C1F)C1CC1)C(=O)O)=O)F (7-(1-t-Butoxycarbonyl-3-pyrrolidinyloxy)-1-cyclopropyl-6,8-difluoro-1,4-dihydro-4-oxoquinoline-3-carboxylic acid). The yield is 92.1%. As a reaction SMILES: [C:1]([O:5][C:6]([N:8]1[CH2:12][CH2:11][CH:10]([O:13][C:14]2[C:23]([F:24])=[C:22]3[C:17]([C:18](=[O:33])[C:19]([C:28]([O:30]CC)=[O:29])=[CH:20][N:21]3[CH:25]3[CH2:27][CH2:26]3)=[CH:16][C:15]=2[F:34])[CH2:9]1)=[O:7])([CH3:4])([CH3:3])[CH3:2].[OH-].[Na+]>O1CCCC1>[C:1]([O:5][C:6]([N:8]1[CH2:12][CH2:11][CH:10]([O:13][C:14]2[C:23]([F:24])=[C:22]3[C:17]([C:18](=[O:33])[C:19]([C:28]([OH:30])=[O:29])=[CH:20][N:21]3[CH:25]3[CH2:26][CH2:27]3)=[CH:16][C:15]=2[F:34])[CH2:9]1)=[O:7])([CH3:4])([CH3:2])[CH3:3] |f:1.2|. Reported procedure: A mixture of 1.28 g of ethyl 7-(1-t-butoxycarbonyl-3-pyrrolidinyloxy)-1-cyclopropyl-6,8-difluoro-1,4-dihydro-4-oxoquinoline-3-carboxylate, 3.5 ml of 1N aq. sodium hydroxide solution and 30 ml of tetrahydrofuran was heated under reflux for 1.5 hours. The mixture was concentrated under reduced pressure. To the residue was added 10% aq. citric acid to acidify the same, followed by extraction with chloroform. The chloroform layer was washed with saturated saline, dried over anhydrous sodium sulfate,... Starting materials: Cc1c(S(=O)(=O)Cl)sc2ccc(Cl)cc12, COC(=O)c1ccc(N)c(OC)c1, c1ccncc1. RXN SMILES: [Cl:14][c:15]1[cH:16][c:17]2[c:18]([s:19][c:20]([S:23](=[O:24])(=[O:25])[Cl:26])[c:21]2[CH3:22])[cH:27][cH:28]1.[NH2:1][c:2]1[c:3]([O:12][CH3:13])[cH:4][c:5]([C:6](=[O:7])[O:8][CH3:9])[cH:10][cH:11]1.[cH:29]1[cH:30][cH:31][n:32][cH:33][cH:34]1>>[NH:1]([c:2]1[c:3]([O:12][CH3:13])[cH:4][c:5]([C:6](=[O:7])[O:8][CH3:9])[cH:10][cH:11]1)[S:23]([c:20]1[s:19][c:18]2[c:17]([cH:16][c:15]([Cl:14])[cH:28][cH:27]2)[c:21]1[CH3:22])(=[O:24])=[O:25]. Yields the product COC(=O)c1ccc(NS(=O)(=O)c2sc3ccc(Cl)cc3c2C)c(OC)c1. Starting materials: CCOC(=O)C(NC(=O)C(CC(C)C)NOCc1ccccc1)C(=O)[O-], COc1cccc(CN)c1, C(=NC1CCCCC1)=NC1CCCCC1, C1COCCO1, O=C1CCC(=O)N1O. Yields the product CCOC(=O)C(NC(=O)C(CC(C)C)NOCc1ccccc1)C(=O)NCc1cccc(OC)c1. As a reaction SMILES: [CH2:16]([c:17]1[cH:18][cH:19][cH:20][cH:21][cH:22]1)[O:23][NH:24][CH:25]([CH2:26][CH:27]([CH3:28])[CH3:29])[C:30](=[O:31])[NH:32][CH:33]([C:34](=[O:35])[O:36][CH2:37][CH3:38])[C:39](=[O:40])[O-:41].[CH3:50][O:51][c:52]1[cH:53][c:54]([CH2:55][NH2:56])[cH:57][cH:58][cH:59]1.[CH:1]1([N:2]=[C:3]=[N:4][CH:5]2[CH2:6][CH2:7][CH2:8][CH2:9][CH2:10]2)[CH2:11][CH2:12][CH2:13][CH2:14][CH2:15]1.[O:60]1[CH2:61][CH2:62][O:63][CH2:64][CH2:65]1.[OH:42][N:43]1[C:44](=[O:45])[CH2:46][CH2:47][C:48]1=[O:49]>>[CH2:16]([c:17]1[cH:18][cH:19][cH:20][cH:21][cH:22]1)[O:23][NH:24][CH:25]([CH2:26][CH:27]([CH3:28])[CH3:29])[C:30](=[O:31])[NH:32][CH:33]([C:34](=[O:35])[O:36][CH2:37][CH3:38])[C:39](=[O:41])[NH:56][CH2:55][c:54]1[cH:53][c:52]([O:51][CH3:50])[cH:59][cH:58][cH:57]1. Starting materials: C(#N)C(C(=O)OCC)=C1CCN(CC1)C(=O)OC(C)(C)C (tert-butyl 4-(1-cyano-2-ethoxy-2-oxoethylidene)piperidine-1-carboxylate), O1CCCC1 (tetrahydrofuran), 3,4-Dimethylmagnesium bromide, [Cu]C#N (copper (I) cyanide), O1CCCC1 (tetrahydrofuran), solution, Rieke Metals, O1CCCC1 (tetrahydrofuran). Run at temperature -50 celsius, time 10 minute. Product: C(#N)C(C(=O)OCC)C1(CCN(CC1)C(=O)OC(C)(C)C)C1=CC(=C(C=C1)C)C (tert-butyl 4-(1-cyano-2-ethoxy-2-oxoethyl)-4-(3,4-dimethylphenyl)piperidine-1-carboxylate). As a reaction SMILES: [Cu]C#N.[C:4]([C:6](=[C:12]1[CH2:17][CH2:16][N:15]([C:18]([O:20][C:21]([CH3:24])([CH3:23])[CH3:22])=[O:19])[CH2:14][CH2:13]1)[C:7]([O:9][CH2:10][CH3:11])=[O:8])#[N:5].O1[CH2:29][CH2:28][CH2:27][CH2:26]1>>[C:4]([CH:6]([C:12]1([C:26]2[CH:4]=[CH:6][C:12]([CH3:13])=[C:28]([CH3:29])[CH:27]=2)[CH2:13][CH2:14][N:15]([C:18]([O:20][C:21]([CH3:23])([CH3:22])[CH3:24])=[O:19])[CH2:16][CH2:17]1)[C:7]([O:9][CH2:10][CH3:11])=[O:8])#[N:5]. Reported procedure: 3,4-Dimethylmagnesium bromide (250 mL of a 0.5 M solution in tetrahydrofuran, 125 mmol, Rieke Metals, Inc., 3045) was added to a suspension of copper (I) cyanide (5.48 g, 61.2 mmol) in anhydrous tetrahydrofuran (400 mL) under nitrogen at approximately −50° C. After stirring at approximately −50° C. for 10 minutes, the reaction mixture was allowed to warm to ambient temperature over 1 h then recooled to approximately −50° C. A solution of tert-butyl 4-(1-cyano-2-ethoxy-2-oxoethylidene)piperidine-... Reactants: CCOC(=O)c1noc(-c2ccc(Cl)cc2)c1Br, CCO, NC1CCCC1. Yields the product O=C(NC1CCCC1)c1noc(-c2ccc(Cl)cc2)c1Br. As a reaction SMILES: [Br:1][c:2]1[c:3]([C:14]([O:16][CH2:15][CH3:17])=[O:18])[n:4][o:5][c:6]1-[c:7]1[cH:8][cH:9][c:10]([Cl:13])[cH:11][cH:12]1.[CH3:25][CH2:26][OH:27].[CH:19]1([NH2:24])[CH2:20][CH2:21][CH2:22][CH2:23]1>>[Br:1][c:2]1[c:3]([C:14](=[O:16])[NH:24][CH:19]2[CH2:20][CH2:21][CH2:22][CH2:23]2)[n:4][o:5][c:6]1-[c:7]1[cH:8][cH:9][c:10]([Cl:13])[cH:11][cH:12]1. The reactants are N-hydroxysuccinimide ester, C(C)(=O)N[C@@H](CC1=CC(I)=C(C(I)=C1)OC1=CC(I)=C(C(I)=C1)O)C(=O)O (N-acetyl thyroxine), ester, ester. Solvent: B([O-])([O-])[O-] (borate), CN(C)C=O (DMF), CN(C)C=O (DMF). Reaction conditions: time 3.5 hour. Yields the product N[C@@H](CC1=CC(I)=C(C(I)=C1)OC1=CC(I)=C(C(I)=C1)O)C(=O)O (thyroxine). Reaction SMILES: C([NH:4][C@H:5]([C:25]([OH:27])=[O:26])[CH2:6][C:7]1[CH:14]=[C:12]([I:13])[C:11]([O:15][C:16]2[CH:23]=[C:21]([I:22])[C:20]([OH:24])=[C:18]([I:19])[CH:17]=2)=[C:9]([I:10])[CH:8]=1)(=O)C>B([O-])([O-])[O-].CN(C=O)C>[NH2:4][C@H:5]([C:25]([OH:27])=[O:26])[CH2:6][C:7]1[CH:8]=[C:9]([I:10])[C:11]([O:15][C:16]2[CH:17]=[C:18]([I:19])[C:20]([OH:24])=[C:21]([I:22])[CH:23]=2)=[C:12]([I:13])[CH:14]=1. Procedure details: STI is dissolved in 50 ml of borate-saline buffer pH 8.5, to a concentration of 16 mg/ml (38 μmole). N-hydroxysuccinimide ester of N-acetyl thyroxine (378 μmole, 346 mg) is dissolved in 50 ml of DMF in a separate container. Aliquots (2 ml) of the active ester in DMF are added to the STI at 5 minute intervals until all the active ester has been added. The reaction mixture is stirred at room temperature for an additional 3.5 hours, then terminated by dialysis against 2 liters of aqueous triethylam...